Dataset: the Open Reaction Database (ORD), a public repository of structured organic reaction records. Task: describe an organic reaction: reactants, conditions, products, and yield The reactants are ClC=1C(SSC1Cl)=O (4,5-dichloro-1,2-dithiol-3-one), C1CNCCC2=C1C=CC=C2 (2,3,4,5-tetrahydro-1H-benz[d]azepine). Product: ClC=1C(SSC1N1CCC2=C(CC1)C=CC=C2)=O (4-chloro-5-(2,3,4,5-tetrahydro-1H-benz[d]azepin-3-yl)-1,2-dithiol-3-one). As a reaction SMILES: [Cl:1][C:2]1[C:3](=[O:8])[S:4][S:5][C:6]=1Cl.[CH2:9]1[C:15]2[CH:16]=[CH:17][CH:18]=[CH:19][C:14]=2[CH2:13][CH2:12][NH:11][CH2:10]1>>[Cl:1][C:2]1[C:3](=[O:8])[S:4][S:5][C:6]=1[N:11]1[CH2:10][CH2:9][C:15]2[CH:16]=[CH:17][CH:18]=[CH:19][C:14]=2[CH2:13][CH2:12]1. Procedure details: The procedure followed is analogous to that described in Example 1, but 4,5-dichloro-1,2-dithiol-3-one (3.16 g) and 2,3,4,5-tetrahydro-1H-benz[d]azepine (2.5 g) are used as starting substances, and, after recrystallization from acetonitrile, 4-chloro-5-(2,3,4,5-tetrahydro-1H-benz[d]azepin-3-yl)-1,2-dithiol-3-one (2.3 g) is obtained in the form of an ochre powder of m.p. 141° C. Isolated yield 45.7%. The reactants are 6, C(C)N(CC)C=1C2=C(OC1C=O)C=CC=C2 ((N,N diethylamino) 2 formylbenzo[b]furan), C(C)(=O)C=1C(OC2=CC(=CC=C2C1)N(CC)CC)=O (acetyl 7 (N,N diethylamino)coumarin), N1CCCCC1 (piperidine). Solvent: C(C)O (ethanol). Conditions: time 1 hour. The product is C(C)N(CC)C1=C(C(OC2=CC=CC=C12)=O)C(C=CC1=CC2=C(O1)C=C(C=C2)N(CC)CC)=O (N,N Diethylamino-3 {3 [6 (N,N diethylamino)benzo[b]furanyl]acryloyl}coumarin). As a reaction SMILES: C(N([C:6]1[C:7]2[CH:16]=[CH:15][CH:14]=[CH:13][C:8]=2[O:9][C:10]=1[CH:11]=O)CC)C.[C:17]([C:20]1[C:21](=[O:35])[O:22][C:23]2[C:28]([CH:29]=1)=[CH:27][CH:26]=[C:25](N(CC)CC)[CH:24]=2)(=[O:19])[CH3:18].[NH:36]1[CH2:41][CH2:40]C[CH2:38][CH2:37]1>C(O)C>[CH2:37]([N:36]([C:29]1[C:28]2[C:23](=[CH:24][CH:25]=[CH:26][CH:27]=2)[O:22][C:21](=[O:35])[C:20]=1[C:17](=[O:19])[CH:18]=[CH:11][C:10]1[O:9][C:8]2[CH:13]=[C:14]([N:36]([CH2:37][CH3:38])[CH2:41][CH3:40])[CH:15]=[CH:16][C:7]=2[CH:6]=1)[CH2:41][CH3:40])[CH3:38]. Procedure: To 25 mL of absolute ethanol in a 50 mL round-bottomed flask was added 217 mg (1 mmol) of 6 (N,N diethylamino) 2 formylbenzo[b]furan and 259 mg (lmmol) of 3 acetyl 7 (N,N diethylamino)coumarin. After refluxing for several minutes to dissolve the solids, 100 mg of piperidine was added and reflux was continued for one hour. The solution was allowed to cool to room temperature and then placed in a freezer overnight. The solid was filtered and recrystallized from 50 mL of ethanol to yield the produc... Starting materials: C(C)OC(=O)C1=C(N=CC=2CCN(CCC21)CC)O (4-ethoxycarbonyl-3-hydroxy-7-ethyl-6,7,8,9-tetrahydro-5H-pyrido[3,4-d]azepine), Cl (hydrochloric acid). The product is Cl.Cl.OC1=CC2=C(CCN(CC2)CC)C=N1 (3-Hydroxy-7-ethyl-6,7,8,9-tetrahydro-5H-pyrido[3,4-d]azepine dihydrochloride). RXN SMILES: C(OC([C:6]1[C:16]2[CH2:15][CH2:14][N:13]([CH2:17][CH3:18])[CH2:12][CH2:11][C:10]=2[CH:9]=[N:8][C:7]=1[OH:19])=O)C.[ClH:20]>>[ClH:20].[ClH:20].[OH:19][C:7]1[N:8]=[CH:9][C:10]2[CH2:11][CH2:12][N:13]([CH2:17][CH3:18])[CH2:14][CH2:15][C:16]=2[CH:6]=1 |f:2.3.4|. Reported procedure: Prepared from 4-ethoxycarbonyl-3-hydroxy-7-ethyl-6,7,8,9-tetrahydro-5H-pyrido[3,4-d]azepine by treatment with hydrochloric acid at 130° C.